From a dataset of the Open Reaction Database (ORD), a public repository of structured organic reaction records. describe an organic reaction: reactants, conditions, products, and yield Reactants: CCO, O=C(OCC(F)(F)F)c1ccc(C(F)(F)F)cc1OCC(F)(F)F, [Na+], [OH-], O. Yields the product O=C(O)c1ccc(C(F)(F)F)cc1OCC(F)(F)F. RXN SMILES: [CH3:27][CH2:28][OH:29].[F:1][C:2]([F:3])([F:23])[CH2:24][O:4][C:5]([c:6]1[c:7]([O:16][CH2:17][C:18]([F:19])([F:20])[F:21])[cH:8][c:9]([C:12]([F:13])([F:14])[F:15])[cH:10][cH:11]1)=[O:22].[Na+:26].[OH-:25].[OH2:30]>>[O:4]=[C:5]([c:6]1[c:7]([O:16][CH2:17][C:18]([F:19])([F:20])[F:21])[cH:8][c:9]([C:12]([F:13])([F:14])[F:15])[cH:10][cH:11]1)[OH:22]. Reactants: C1CSCCN1, C1CCOC1, Cc1cc(-c2ccc(C(F)(F)F)cc2)cc(-c2ccnc(-c3cccc(S(=O)(=O)Cl)c3)c2)n1, CCOC(C)=O. Yields the product Cc1cc(-c2ccc(C(F)(F)F)cc2)cc(-c2ccnc(-c3cccc(S(=O)(=O)N4CCSCC4)c3)c2)n1. Reaction SMILES: [CH2:34]1[CH2:35][S:36][CH2:37][CH2:38][NH:39]1.[CH2:40]1[O:41][CH2:42][CH2:43][CH2:44]1.[CH3:1][c:2]1[cH:3][c:4](-[c:24]2[cH:25][cH:26][c:27]([C:30]([F:31])([F:32])[F:33])[cH:28][cH:29]2)[cH:5][c:6](-[c:8]2[cH:9][c:10](-[c:14]3[cH:15][c:16]([S:20](=[O:21])(=[O:22])[Cl:23])[cH:17][cH:18][cH:19]3)[n:11][cH:12][cH:13]2)[n:7]1.[CH3:45][CH2:46][O:47][C:48]([CH3:49])=[O:50]>>[CH3:1][c:2]1[cH:3][c:4](-[c:24]2[cH:25][cH:26][c:27]([C:30]([F:31])([F:32])[F:33])[cH:28][cH:29]2)[cH:5][c:6](-[c:8]2[cH:9][c:10](-[c:14]3[cH:15][c:16]([S:20](=[O:21])(=[O:22])[N:39]4[CH2:34][CH2:35][S:36][CH2:37][CH2:38]4)[cH:17][cH:18][cH:19]3)[n:11][cH:12][cH:13]2)[n:7]1. Reactants: CCN(C(C)C)C(C)C (DIPEA), ClC=1C=C(C(=O)Cl)C=C(C1)Cl (3,5-dichlorobenzoyl chloride), FC1=CC=C(C=C1)[C@@H](CNC)CC=C ([(2S)-2-(4-Fluorophenyl)pent-4-en-1-yl]methylamine). The solvent is C(Cl)Cl (CH2Cl2), resultant solution, C(Cl)Cl (CH2Cl2). Reaction conditions: time 4 hour. Product: ClC=1C=C(C(=O)N(C)C[C@@H](CC=C)C2=CC=C(C=C2)F)C=C(C1)Cl (3,5-dichloro-N-[(2S)-2-(4fluorophenyl)pent-4-en-1-yl]-N-methylbenzamide). Yield: 74.9%. Reaction SMILES: [F:1][C:2]1[CH:7]=[CH:6][C:5]([C@H:8]([CH2:12][CH:13]=[CH2:14])[CH2:9][NH:10][CH3:11])=[CH:4][CH:3]=1.CCN(C(C)C)C(C)C.[Cl:24][C:25]1[CH:26]=[C:27]([CH:31]=[C:32]([Cl:34])[CH:33]=1)[C:28](Cl)=[O:29]>C(Cl)Cl>[Cl:24][C:25]1[CH:26]=[C:27]([CH:31]=[C:32]([Cl:34])[CH:33]=1)[C:28]([N:10]([CH2:9][C@H:8]([C:5]1[CH:4]=[CH:3][C:2]([F:1])=[CH:7][CH:6]=1)[CH2:12][CH:13]=[CH2:14])[CH3:11])=[O:29]. Procedure details: [(2S)-2-(4-Fluorophenyl)pent-4-en-1-yl]methylamine (see Bioorg. Med. Chem. Lett; 2001; 265-270; 150 mg, 0.78 mmol) was dissolved in CH2Cl2 (5 mL) and to the resultant solution were added DIPEA (221 mg, 1.71 mmol) and 3,5-dichlorobenzoyl chloride (178 mg, 0.85 mmol) in the given order. The mixture was stirred for 4 h at room temperature, diluted with CH2Cl2 (20 mL), and then washed with water (10 mL), aqueous KHSO4 (1M, 10 mL) and brine (10 mL). The organic solution was dried over Na2SO4. The sol... The reactants are C(C)[Zn]CC (diethylzinc), ICI (Diiodomethane), CC1(C=2C=CC(=CC2C(CC1)(C)C)C(=C)C1=C(C=CC=C1)C(=O)OC)C (methyl 2-[1-(5,5,8,8-tetramethyl-5,6,7,8-tetrahydro-2-naphthyl)vinyl]phenylcarboxylate), CCCCCCC (heptane), solution. The solvent is ClCCl (dichloromethane). Conditions: time 4 hour. Product: CC1(C=2C=CC(=CC2C(CC1)(C)C)C1(CC1)C1=C(C(=O)OC)C=CC=C1)C (Methyl 2-[1-(5,5,8,8-tetramethyl-5,6,7,8-tetrahydro-2-naphthyl)cyclopropyl]benzoate). Reaction SMILES: ICI.[CH3:4][C:5]1([CH3:29])[CH2:14][CH2:13][C:12]([CH3:16])([CH3:15])[C:11]2[CH:10]=[C:9]([C:17]([C:19]3[CH:24]=[CH:23][CH:22]=[CH:21][C:20]=3[C:25]([O:27][CH3:28])=[O:26])=[CH2:18])[CH:8]=[CH:7][C:6]1=2.[CH2:30]([Zn]CC)C.CCCCCCC>ClCCl>[CH3:4][C:5]1([CH3:29])[CH2:14][CH2:13][C:12]([CH3:15])([CH3:16])[C:11]2[CH:10]=[C:9]([C:17]3([C:19]4[CH:24]=[CH:23][CH:22]=[CH:21][C:20]=4[C:25]([O:27][CH3:28])=[O:26])[CH2:30][CH2:18]3)[CH:8]=[CH:7][C:6]1=2. Procedure details: Diiodomethane (230 μl, 2.85 mmol) is added dropwise, at 60° C., to a mixture of methyl 2-[1-(5,5,8,8-tetramethyl-5,6,7,8-tetrahydro-2-naphthyl)vinyl]phenylcarboxylate (500 mg, 1.44 mmol) and a 1M solution of diethylzinc in heptane (2.9 ml, 2.9 mmol) in dichloromethane (10 ml). The heating is continued for 4 h. The solution is extracted with ethyl acetate. After separation of the phases by settling, the organic phase is washed with 1N HCl solution and then with water, dried over anhydrous magnesi... The reactants are COC(=O)C=1C(=C2C=C(C(N(C2=C(N1)C#N)CC1=CC=CC=C1)=O)C1=CC=CC=C1)O (1-benzyl-8-cyano-5-hydroxy-2-oxo-3-phenyl-1,2-dihydro-[1,7]naphthyridine-6-carboxylic acid methyl ester), NCC(=O)O (glycine), C[O-].[Na+] (NaOMe). Yields the product C(C1=CC=CC=C1)N1C(C(=CC2=C(C(=NC(=C12)C#N)C(=O)NCC(=O)O)O)C1=CC=CC=C1)=O ([(1-Benzyl-8-cyano-5-hydroxy-2-oxo-3-phenyl-1,2-dihydro-[1,7]naphthyridine-6-carbonyl)-amino]-acetic acid). The yield is 80.3%. Reaction SMILES: CO[C:3]([C:5]1[C:6]([OH:31])=[C:7]2[C:12](=[C:13]([C:15]#[N:16])[N:14]=1)[N:11]([CH2:17][C:18]1[CH:23]=[CH:22][CH:21]=[CH:20][CH:19]=1)[C:10](=[O:24])[C:9]([C:25]1[CH:30]=[CH:29][CH:28]=[CH:27][CH:26]=1)=[CH:8]2)=[O:4].[NH2:32][CH2:33][C:34]([OH:36])=[O:35].C[O-].[Na+]>>[CH2:17]([N:11]1[C:12]2[C:7](=[C:6]([OH:31])[C:5]([C:3]([NH:32][CH2:33][C:34]([OH:36])=[O:35])=[O:4])=[N:14][C:13]=2[C:15]#[N:16])[CH:8]=[C:9]([C:25]2[CH:30]=[CH:29][CH:28]=[CH:27][CH:26]=2)[C:10]1=[O:24])[C:18]1[CH:19]=[CH:20][CH:21]=[CH:22][CH:23]=1 |f:2.3|. Procedure: A mixture of 1-benzyl-8-cyano-5-hydroxy-2-oxo-3-phenyl-1,2-dihydro-[1,7]naphthyridine-6-carboxylic acid methyl ester (70 mg, 0.17 mmol), glycine (3.07 g, 41 mmol) and NaOMe solution (61 mL, 31 mmol, 0.5 M in MeOH) was refluxed for 16 h. After the mixture was cooled to r.t., the solvent was evaporated in vacuo. The residue was dissolved in saturated NaHCO3 and washed with ether. The aqueous layer was acidified with 4 M HCl to pH about 3, and the resulting mixture was extracted with EtOAc. The org...